This data is from the Open Reaction Database (ORD), a public repository of structured organic reaction records. The task is: describe an organic reaction: reactants, conditions, products, and yield The reactants are C(C)OC(=O)C=1C(=C2C(=NC=NN2C1)NC1=CC=C(C=C1)Br)CC (4-[(4-Bromophenyl)amino]-5-ethylpyrrolo[2,1-f][1,2,4]triazine-6-carboxylic acid ethyl ester), NC=1C=C2C=NN(C2=CC1)CC1=CC=CC=C1 (5-amino-1-benzyl-1H-indazole), chloroimidate. Yields the product C(C)OC(=O)C=1C(=C2C(=NC=NN2C1)NC=1C=C2C=NN(C2=CC1)CC1=CC=CC=C1)CC (4-[[1-(Phenylmethyl)-1H-indazol-5-yl]amino]-5-ethylpyrrolo[2,1-f][1,2,4]triazine-6-carboxylic acid ethyl ester). As a reaction SMILES: [CH2:1]([O:3][C:4]([C:6]1[C:7]([CH2:23][CH3:24])=[C:8]2[N:13]([CH:14]=1)[N:12]=[CH:11][N:10]=[C:9]2[NH:15][C:16]1[CH:21]=[CH:20][C:19](Br)=[CH:18][CH:17]=1)=[O:5])[CH3:2].NC1C=C2C(=CC=1)[N:31]([CH2:35][C:36]1[CH:41]=[CH:40][CH:39]=[CH:38][CH:37]=1)[N:30]=[CH:29]2>>[CH2:1]([O:3][C:4]([C:6]1[C:7]([CH2:23][CH3:24])=[C:8]2[N:13]([CH:14]=1)[N:12]=[CH:11][N:10]=[C:9]2[NH:15][C:16]1[CH:21]=[C:20]2[C:19](=[CH:18][CH:17]=1)[N:31]([CH2:35][C:36]1[CH:41]=[CH:40][CH:39]=[CH:38][CH:37]=1)[N:30]=[CH:29]2)=[O:5])[CH3:2]. Procedure details: The title compound was prepared from compound B of Example 139 using the process described for the preparation of example 139 except 5-amino-1-benzyl-1H-indazole was used to add to the chloroimidate. MS: (M+H)+=441.24 Starting materials: Cl (hydrochloric acid), ClC1=CC=C(NC2=NN=C(C3=CC=CC=C23)CC2=CC=NC=C2)C=C1 (1-(4-chloroanilino)-4-(4-pyridylmethyl)phthalazine), CCOCC (ether). Run in CO (methanol). Reaction conditions: time 0.5 hour. Product: Cl.Cl.ClC1=CC=C(NC2=NN=C(C3=CC=CC=C23)CC2=CC=NC=C2)C=C1 (1-(4-Chloroanilino)-4-(4-pyridylmethyl)phthalazine dihydrochloride). As a reaction SMILES: [Cl:1][C:2]1[CH:25]=[CH:24][C:5]([NH:6][C:7]2[C:16]3[C:11](=[CH:12][CH:13]=[CH:14][CH:15]=3)[C:10]([CH2:17][C:18]3[CH:23]=[CH:22][N:21]=[CH:20][CH:19]=3)=[N:9][N:8]=2)=[CH:4][CH:3]=1.[ClH:26].CCOCC>CO>[ClH:1].[ClH:26].[Cl:1][C:2]1[CH:3]=[CH:4][C:5]([NH:6][C:7]2[C:16]3[C:11](=[CH:12][CH:13]=[CH:14][CH:15]=3)[C:10]([CH2:17][C:18]3[CH:23]=[CH:22][N:21]=[CH:20][CH:19]=3)=[N:9][N:8]=2)=[CH:24][CH:25]=1 |f:4.5.6|. Reported procedure: While stirring, 6.24 g (18 mmol) 1-(4-chloroanilino)-4-(4-pyridylmethyl)phthalazine is dissolved in 180 ml methanol at about 50° C. The solution is cooled to RT and mixed slowly with 3.15 ml (38.2 mmol) conc. (about 37%) hydrochloric acid. When 100 ml ether is added dropwise to the reaction mixture, a crystalline precipitate forms. The suspension thereof is stirred for 15 min at RT. A further 80 ml is added dropwise to the suspension, which is stirred for a further 15 min at 20° C. and then for ... The reactants are Cc1cccc(C(CC(Cc2ccccc2)(NC(=O)Oc2ccccc2)C(=O)O)(C(N)=O)N(CCCl)CCCl)c1, Cc1ccccc1, Nc1cccc(CC(=O)O)c1, O, OCc1ccccc1, Cc1ccc(S(=O)(=O)O)cc1. The product is Nc1cccc(CC(=O)OCc2ccccc2)c1, Cc1ccc(S(=O)(=O)O)cc1. Reaction SMILES: [CH2:32]([C:33]([C:34]([OH:35])=[O:36])([CH2:37][C:38]([N:39]([CH2:40][CH2:41][Cl:42])[CH2:43][CH2:44][Cl:45])([c:46]1[cH:47][cH:48][cH:49][c:50]([CH3:51])[cH:52]1)[C:53](=[O:54])[NH2:55])[NH:56][C:57]([O:58][c:59]1[cH:60][cH:61][cH:62][cH:63][cH:64]1)=[O:65])[c:66]1[cH:67][cH:68][cH:69][cH:70][cH:71]1.[CH3:72][c:73]1[cH:74][cH:75][cH:76][cH:77][cH:78]1.[NH2:1][c:2]1[cH:3][c:4]([CH2:8][C:9](=[O:10])[OH:11])[cH:5][cH:6][cH:7]1.[OH2:12].[OH:24][CH2:25][c:26]1[cH:27][cH:28][cH:29][cH:30][cH:31]1.[c:13]1([CH3:23])[cH:14][cH:15][c:16]([S:19](=[O:20])(=[O:21])[OH:22])[cH:17][cH:18]1>>[NH2:1][c:2]1[cH:3][c:4]([CH2:8][C:9]([O:10][CH2:25][c:26]2[cH:27][cH:28][cH:29][cH:30][cH:31]2)=[O:11])[cH:5][cH:6][cH:7]1.[c:13]1([CH3:23])[cH:14][cH:15][c:16]([S:19](=[O:20])(=[O:21])[OH:22])[cH:17][cH:18]1. Starting materials: N1C(=CC2=CC=CC=C12)C(C#N)(C)C (2-(indol-2-yl)-2-methylpropiononitrile), N.CO (ammonia methanol). Reagents/catalysts: [Rh] (rhodium on alumina). Conditions: time 8 hour. Yields the product N1C(=CC2=CC=CC=C12)C(CN)(C)C (2-(indol-2-yl)-2-methylpropylamine). The yield is 99.8%. RXN SMILES: [NH:1]1[C:9]2[C:4](=[CH:5][CH:6]=[CH:7][CH:8]=2)[CH:3]=[C:2]1[C:10]([CH3:14])([CH3:13])[C:11]#[N:12].N.CO>[Rh]>[NH:1]1[C:9]2[C:4](=[CH:5][CH:6]=[CH:7][CH:8]=2)[CH:3]=[C:2]1[C:10]([CH3:14])([CH3:13])[CH2:11][NH2:12] |f:1.2|. Reported procedure: A mixture of 2-(indol-2-yl)-2-methylpropiononitrile (300 mg) and 5% rhodium on alumina powder (500 mg) in 10N-ammonia-methanol was hydrogenated at 50-60 psi for 8 hours. After filtration of the catalyst, the filtrate was evaporated in vacuo to give 2-(indol-2-yl)-2-methylpropylamine (306 mg) as crystals. The reactants are [OH-].[Na+] (NaOH), ClC=1C=C(C=CC1OC(C)C)C=1SC(=CN1)C=1C(=C(C=CC1)CCN1CCC(CC1)C(=O)OCC)CC (ethyl 1-{2-[3-(2-{3-chloro-4-[(1-methylethyl)oxy]phenyl}-1,3-thiazol-5-yl)-2-ethylphenyl]ethyl}-4-piperidinecarboxylate). The solvent is O (water), C(C)(C)O (isopropanol), O (water). Reaction conditions: time 8 hour. Yields the product ClC=1C=C(C=CC1OC(C)C)C=1SC(=CN1)C=1C(=C(C=CC1)CCN1CCC(CC1)C(=O)O)CC (1-{2-[3-(2-{3-chloro-4-[(1-methylethyl)oxy]phenyl}-1,3-thiazol-5-yl)-2-ethylphenyl]ethyl}-4-piperidinecarboxylic acid). Yield: 15.8%. As a reaction SMILES: [Cl:1][C:2]1[CH:3]=[C:4]([C:12]2[S:13][C:14]([C:17]3[C:18]([CH2:36][CH3:37])=[C:19]([CH2:23][CH2:24][N:25]4[CH2:30][CH2:29][CH:28]([C:31]([O:33]CC)=[O:32])[CH2:27][CH2:26]4)[CH:20]=[CH:21][CH:22]=3)=[CH:15][N:16]=2)[CH:5]=[CH:6][C:7]=1[O:8][CH:9]([CH3:11])[CH3:10].[OH-].[Na+]>C(O)(C)C.O>[Cl:1][C:2]1[CH:3]=[C:4]([C:12]2[S:13][C:14]([C:17]3[C:18]([CH2:36][CH3:37])=[C:19]([CH2:23][CH2:24][N:25]4[CH2:26][CH2:27][CH:28]([C:31]([OH:33])=[O:32])[CH2:29][CH2:30]4)[CH:20]=[CH:21][CH:22]=3)=[CH:15][N:16]=2)[CH:5]=[CH:6][C:7]=1[O:8][CH:9]([CH3:11])[CH3:10] |f:1.2|. Procedure: To a solution of ethyl 1-{2-[3-(2-{3-chloro-4-[(1-methylethyl)oxy]phenyl}-1,3-thiazol-5-yl)-2-ethylphenyl]ethyl}-4-piperidinecarboxylate (D89) (120 mg) in isopropanol (40 mL) and water (10 mL) stirred under nitrogen at room temperature was added a solution of NaOH (17.7 mg) in water in one charge. The reaction mixture was stirred at room temperature overnight. Isopropanol was removed in vacuo. The residue was dissolved in water and acidified with 1N HCl to pH=5. The solvent was removed in vacuo,... Reactants: ClC=1C=C2C(C(NC2=CC1)=O)(C1=C(C=CC=C1)OC)N[C@H](C(=O)N(C)C)CC(=O)N ((2S)-2-{[5-chloro-3-(2-methoxyphenyl)-2-oxo-2,3-dihydro-1H-indol-3-yl]amino}-N1,N1-dimethylsuccinamide), COC1=CC(=C(C=C1)S(=O)(=O)Cl)OC(F)(F)F (4-methoxy-2-(trifluoromethoxy)benzene sulfonyl chloride). Product: ClC=1C=C2C(C(N(C2=CC1)S(=O)(=O)C1=C(C=C(C=C1)OC)OC(F)(F)F)=O)(C1=C(C=CC=C1)OC)N[C@H](C(=O)N(C)C)CC(=O)N ((2S)-2-[(5-chloro-3-(2-methoxyphenyl)-1-{[4-methoxy-2-(trifluoromethoxy)phenyl]sulfonyl}-2-oxo-2,3-dihydro-1H-indol-3-yl)amino]-N1,N1-dimethylsuccinamide). Yield: 55.9%. As a reaction SMILES: [Cl:1][C:2]1[CH:3]=[C:4]2[C:8](=[CH:9][CH:10]=1)[NH:7][C:6](=[O:11])[C:5]2([NH:20][C@@H:21]([CH2:27][C:28]([NH2:30])=[O:29])[C:22]([N:24]([CH3:26])[CH3:25])=[O:23])[C:12]1[CH:17]=[CH:16][CH:15]=[CH:14][C:13]=1[O:18][CH3:19].[CH3:31][O:32][C:33]1[CH:38]=[CH:37][C:36]([S:39](Cl)(=[O:41])=[O:40])=[C:35]([O:43][C:44]([F:47])([F:46])[F:45])[CH:34]=1>>[Cl:1][C:2]1[CH:3]=[C:4]2[C:8](=[CH:9][CH:10]=1)[N:7]([S:39]([C:36]1[CH:37]=[CH:38][C:33]([O:32][CH3:31])=[CH:34][C:35]=1[O:43][C:44]([F:45])([F:46])[F:47])(=[O:41])=[O:40])[C:6](=[O:11])[C:5]2([NH:20][C@@H:21]([CH2:27][C:28]([NH2:30])=[O:29])[C:22]([N:24]([CH3:25])[CH3:26])=[O:23])[C:12]1[CH:17]=[CH:16][CH:15]=[CH:14][C:13]=1[O:18][CH3:19]. Reported procedure: With 296 mg of the compound obtained in Step 67-3 and 204 mg of 4-methoxy-2-(trifluoromethoxy)benzene sulfonyl chloride as starting materials, 263 mg of the title compound (colorless amorphous) was obtained by a similar method to Example 2. Starting materials: C(#N)C1=C(OC2=CC(=CC=3NC(=NC32)C3=NC=CN=C3)OC=3C=NC(=CC3)S(=O)(=O)CC)C(=CC=C1)F (4-(2-Cyano-6-fluoro-phenoxy)-6-(6-ethanesulfonyl-pyridin-3-yloxy)-2-pyrazin-2-yl-1H-benzimidazole), FC1=C(C#N)C=CC(=C1)F (2,4-difluoro-benzonitrile). The product is C(#N)C1=C(OC2=CC(=CC=3NC(=NC32)C3=NC=CN=C3)OC=3C=NC(=CC3)S(=O)(=O)CC)C=C(C=C1)F (4-(2-Cyano-5-fluoro-phenoxy)-6-(6-ethanesulfonyl-pyridin-3-yloxy)-2-pyrazin-2-yl-1H-benzimidazole). RXN SMILES: [C:1]([C:3]1[CH:36]=[CH:35][CH:34]=[C:33](F)[C:4]=1[O:5][C:6]1[C:14]2[N:13]=[C:12]([C:15]3[CH:20]=[N:19][CH:18]=[CH:17][N:16]=3)[NH:11][C:10]=2[CH:9]=[C:8]([O:21][C:22]2[CH:23]=[N:24][C:25]([S:28]([CH2:31][CH3:32])(=[O:30])=[O:29])=[CH:26][CH:27]=2)[CH:7]=1)#[N:2].[F:38]C1C=C(F)C=CC=1C#N>>[C:1]([C:3]1[CH:36]=[CH:35][C:34]([F:38])=[CH:33][C:4]=1[O:5][C:6]1[C:14]2[N:13]=[C:12]([C:15]3[CH:20]=[N:19][CH:18]=[CH:17][N:16]=3)[NH:11][C:10]=2[CH:9]=[C:8]([O:21][C:22]2[CH:23]=[N:24][C:25]([S:28]([CH2:31][CH3:32])(=[O:30])=[O:29])=[CH:26][CH:27]=2)[CH:7]=1)#[N:2]. Procedure details: The entitled compound was obtained in the same method as in Example 438 (step 2) or in accordance with the method or by combining it with an ordinary method but using 4-hydroxy-6-(6-ethanesulfonyl-pyridin-3-yloxy)-2-pyrazin-2-yl-1H-benzimidazole obtained in Example 442 and 2,4-difluoro-benzonitrile. Starting materials: CCOC(C)=O, CN(C)C(=O)CC(c1ccc(OC(F)F)c(OCC2CC2)c1)N1Cc2cccc([N+](=O)[O-])c2C1=O, [H][H]. Yields the product CN(C)C(=O)CC(c1ccc(OC(F)F)c(OCC2CC2)c1)N1Cc2cccc(N)c2C1=O. RXN SMILES: [CH3:38][CH2:39][O:40][C:41](=[O:42])[CH3:43].[CH:1]1([CH2:4][O:5][c:6]2[cH:7][c:8]([CH:16]([CH2:17][C:18](=[O:19])[N:20]([CH3:21])[CH3:22])[N:23]3[C:24](=[O:35])[c:25]4[c:26]([N+:32]([O-:33])=[O:34])[cH:27][cH:28][cH:29][c:30]4[CH2:31]3)[cH:9][cH:10][c:11]2[O:12][CH:13]([F:14])[F:15])[CH2:2][CH2:3]1.[H:36][H:37]>>[CH:1]1([CH2:4][O:5][c:6]2[cH:7][c:8]([CH:16]([CH2:17][C:18](=[O:19])[N:20]([CH3:21])[CH3:22])[N:23]3[C:24](=[O:35])[c:25]4[c:26]([NH2:32])[cH:27][cH:28][cH:29][c:30]4[CH2:31]3)[cH:9][cH:10][c:11]2[O:12][CH:13]([F:14])[F:15])[CH2:2][CH2:3]1.